From a dataset of the Open Reaction Database (ORD), a public repository of structured organic reaction records. describe an organic reaction: reactants, conditions, products, and yield Reactants: NC(=S)N (thiourea), CN(S(=O)(=O)C1=C(C(=CC=C1Cl)N)O)C (N,N-dimethyl-3-amino-6-chloro-2-hydroxybenzenesulfonamide), FC1=C(C=CC=C1F)N=C=S (2,3-difluorophenylisothiocyanate). The product is ClC1=C(C(=C(C=C1)NC(=S)NC1=C(C(=CC=C1)F)F)O)S(=O)(=O)N(C)C (N-[4-Chloro-2-hydroxy-3-(N″,N″-dimethylaminosulfonyl)phenyl]-N′-(2,3-difluorophenyl)thiourea). Yield: 55.3%. As a reaction SMILES: NC(N)=S.[CH3:5][N:6]([CH3:19])[S:7]([C:10]1[C:15]([Cl:16])=[CH:14][CH:13]=[C:12]([NH2:17])[C:11]=1[OH:18])(=[O:9])=[O:8].[F:20][C:21]1[C:26]([F:27])=[CH:25][CH:24]=[CH:23][C:22]=1[N:28]=[C:29]=[S:30]>>[Cl:16][C:15]1[CH:14]=[CH:13][C:12]([NH:17][C:29]([NH:28][C:22]2[CH:23]=[CH:24][CH:25]=[C:26]([F:27])[C:21]=2[F:20])=[S:30])=[C:11]([OH:18])[C:10]=1[S:7]([N:6]([CH3:19])[CH3:5])(=[O:9])=[O:8]. Procedure: Following the general procedure for thiourea formation outlined in example 12, N,N-dimethyl-3-amino-6-chloro-2-hydroxybenzenesulfonamide (500 mg, 2 mmol) and 2,3-difluorophenylisothiocyanate (342 mg, 2 mmol) were coupled to form the desired thiourea (467 mg, 54%). EI-MS m/z 422.2 (M+). Starting materials: CCCCBr, [Cl-], [H-], [NH4+], [Na+], C1COCCOCCOCCOCCOCCO1, C1CCOC1, O=Cc1c[nH]cn1. The product is CCCCn1cnc(C=O)c1. Reaction SMILES: [CH2:10]([CH2:11][CH2:12][CH3:13])[Br:14].[Cl-:33].[H-:8].[NH4+:34].[Na+:9].[O:15]1[CH2:16][CH2:17][O:18][CH2:19][CH2:20][O:21][CH2:22][CH2:23][O:24][CH2:25][CH2:26][O:27][CH2:28][CH2:29][O:30][CH2:31][CH2:32]1.[O:35]1[CH2:36][CH2:37][CH2:38][CH2:39]1.[nH:1]1[cH:2][n:3][c:4]([CH:6]=[O:7])[cH:5]1>>[n:1]1([CH2:10][CH2:11][CH2:12][CH3:13])[cH:2][n:3][c:4]([CH:6]=[O:7])[cH:5]1. Starting materials: C(C)(=O)OCC (ethyl acetate), product, PdCl2 (PPh3)2, ClC1=CC=C(C=C1)B(O)O (4-chlorophenylboronic acid), C(=O)([O-])[O-].[Cs+].[Cs+] (Cs2CO3). Solvent: CN(C)C=O (DMF). Reaction conditions: temperature 80 celsius. The product is ClC1=CC=C(C=C1)C1=CC=C(O1)CO (5-(4-chlorophenyl)-2-hydroxymethylfuran). The yield is 35.0%. RXN SMILES: [Cl:1][C:2]1[CH:7]=[CH:6][C:5](B(O)O)=[CH:4][CH:3]=1.[C:11]([O-:14])([O-])=O.[Cs+].[Cs+].[C:17]([O:20][CH2:21][CH3:22])(=O)[CH3:18]>CN(C=O)C>[Cl:1][C:2]1[CH:7]=[CH:6][C:5]([C:17]2[O:20][C:21]([CH2:11][OH:14])=[CH:22][CH:18]=2)=[CH:4][CH:3]=1 |f:1.2.3|. Procedure details: The product from Example 11A (1.012 g, 5.72 mmol) in 10 mL of DMF was treated sequentially with PdCl2 (PPh3)2 (401 mg, 0.57 mmol), 4-chlorophenylboronic acid (1.78 g, 11.4 mmol), and Cs2CO3 (3.71 g, 11.4 mmol). The reaction was heated at 80° C. under N2 for 12 hours. The reaction mixture was taken up in ethyl acetate and washed with water (3×) and brine (3×), dried (Na2SO4), filtered, and evaporated to a brown oil that was purified by flash chromatography (50% ethyl acetate/hexanes) to provide 3...